This data is from the Open Reaction Database (ORD), a public repository of structured organic reaction records. The task is: describe an organic reaction: reactants, conditions, products, and yield The reactants are O (water), known compound, NC1=CC=C(C=C1)C1=CC(=C(C(=C1)C(C)(C)C)O)C(C)(C)C (4'-amino-3,5-di-tertiary-butyl-4-hydroxybiphenyl), C1(CCCC(=O)O1)=O (glutaric anhydride). The solvent is C(OC)COC (glyme). Reaction conditions: time 1 hour. The product is C(C)(C)(C)C=1C=C(C=C(C1O)C(C)(C)C)C1=CC=C(C=C1)NC(CCCC(=O)O)=O (N-(3',5'-di-tertiary-butyl-4'-hydroxy-4-biphenylyl)-glutaramic acid). RXN SMILES: [NH2:1][C:2]1[CH:7]=[CH:6][C:5]([C:8]2[CH:13]=[C:12]([C:14]([CH3:17])([CH3:16])[CH3:15])[C:11]([OH:18])=[C:10]([C:19]([CH3:22])([CH3:21])[CH3:20])[CH:9]=2)=[CH:4][CH:3]=1.[C:23]1(=[O:30])[O:29][C:27](=[O:28])[CH2:26][CH2:25][CH2:24]1.O>C(COC)OC>[C:19]([C:10]1[CH:9]=[C:8]([C:5]2[CH:6]=[CH:7][C:2]([NH:1][C:23](=[O:30])[CH2:24][CH2:25][CH2:26][C:27]([OH:29])=[O:28])=[CH:3][CH:4]=2)[CH:13]=[C:12]([C:14]([CH3:15])([CH3:16])[CH3:17])[C:11]=1[OH:18])([CH3:22])([CH3:21])[CH3:20]. Procedure: To a hot (70° C.) solution of 10.0 g (0.0336 mole) of the known compound 4'-amino-3,5-di-tertiary-butyl-4-hydroxybiphenyl in 100 ml of glyme was added 5.0 g (0.044 mole) of glutaric anhydride. After stirring for one hour, the mixture was cooled and poured into water. The precipitate was separated by filtration and recrystallized from a chloroform-hexane mixture to provide tan needles of N-(3',5'-di-tertiary-butyl-4'-hydroxy-4-biphenylyl)-glutaramic acid, m.p. 217.5°-219° C. Analysis: Calculated ...